This data is from the Open Reaction Database (ORD), a public repository of structured organic reaction records. The task is: describe an organic reaction: reactants, conditions, products, and yield Starting materials: O=C1NC2(Cc3ccc(Br)cc3)CCCC=C2N1c1cc(Cl)cc(Cl)c1, CI, [H-], [Na+], CN(C)C=O. The product is CN1C(=O)N(c2cc(Cl)cc(Cl)c2)C2=CCCCC21Cc1ccc(Br)cc1. As a reaction SMILES: [Br:1][c:2]1[cH:3][cH:4][c:5]([CH2:6][C:7]23[C:8](=[CH:21][CH2:22][CH2:23][CH2:24]2)[N:9]([c:13]2[cH:14][c:15]([Cl:20])[cH:16][c:17]([Cl:19])[cH:18]2)[C:10](=[O:12])[NH:11]3)[cH:25][cH:26]1.[CH3:29][I:30].[H-:28].[Na+:27].[O:31]=[CH:32][N:33]([CH3:34])[CH3:35]>>[Br:1][c:2]1[cH:3][cH:4][c:5]([CH2:6][C:7]23[C:8](=[CH:21][CH2:22][CH2:23][CH2:24]2)[N:9]([c:13]2[cH:14][c:15]([Cl:20])[cH:16][c:17]([Cl:19])[cH:18]2)[C:10](=[O:12])[N:11]3[CH3:29])[cH:25][cH:26]1. The reactants are C(C)N1N=CC=2C1=NC(=C(C2C=2C=NC=C(C2)C)CO)COC ([1-Ethyl-6-(methoxymethyl)-4-(5-methyl-3-pyridyl)-1H-pyrazolo[3,4-b]pyridin-5-yl]methanol), [OH-].[Na+] (NaOH), S(=O)(=O)([O-])[O-] (sulfate), BrCC(=O)OC(C)(C)C (tert-Butyl bromoacetate). Solvent: C1(=CC=CC=C1)C (toluene), O (Water). Run at time 2 hour. Yields the product C(C)N1N=CC=2C1=NC(=C(C2C=2C=NC=C(C2)C)COCC(=O)OC(C)(C)C)COC (tert-butyl {[1-ethyl-6-(methoxymethyl)-4-(5-methyl-3-pyridyl)-1H-pyrazolo[3,4-b]pyridin-5-yl]methoxy}acetate). Yield: 68.1%. RXN SMILES: [CH2:1]([N:3]1[C:7]2=[N:8][C:9]([CH2:21][O:22][CH3:23])=[C:10]([CH2:19][OH:20])[C:11]([C:12]3[CH:13]=[N:14][CH:15]=[C:16]([CH3:18])[CH:17]=3)=[C:6]2[CH:5]=[N:4]1)[CH3:2].[OH-].[Na+].S([O-])([O-])(=O)=O.Br[CH2:32][C:33]([O:35][C:36]([CH3:39])([CH3:38])[CH3:37])=[O:34]>O.C1(C)C=CC=CC=1>[CH2:1]([N:3]1[C:7]2=[N:8][C:9]([CH2:21][O:22][CH3:23])=[C:10]([CH2:19][O:20][CH2:32][C:33]([O:35][C:36]([CH3:39])([CH3:38])[CH3:37])=[O:34])[C:11]([C:12]3[CH:13]=[N:14][CH:15]=[C:16]([CH3:18])[CH:17]=3)=[C:6]2[CH:5]=[N:4]1)[CH3:2] |f:1.2|. Procedure details: [1-Ethyl-6-(methoxymethyl)-4-(5-methyl-3-pyridyl)-1H-pyrazolo[3,4-b]pyridin-5-yl]methanol (57 mg), toluene (0.3 ml), 50% aqueous NaOH solution and tetrabutylammonim sulfate (32 mg) were stirred at room temperature. tert-Butyl bromoacetate (53 mg) was added dropwise and stirring was continued for 2 hours. Water (3 ml) was added and organic layer was separated. Water layer was extracted with EtOAc (×2). Organic layer was combined and dried over MgSO4. The solvent was evaporated to give dark brown ... The reactants are C(CCC)SC1=CC=2C(N3C(NC2C=C1)=CC(=N3)C(=O)O)=O (4,9-dihydro-7-butylthio-9-oxo-pyrazolo-[5,1-b]quinazoline-2-carboxylic acid), C(=O)(N1C=NC=C1)N1C=NC=C1 (1,1'-carbonyl-diimidazole), O.NC1=NN=NN1 (5-amino-1H-tetrazole, monohydrate). The solvent is CN(C)C=O (DMF). Product: C(CCC)SC1=CC=2C(N3C(NC2C=C1)=CC(=N3)C(=O)NC3=NN=NN3)=O (4,9-dihydro-7-butylthio-9-oxo-N-1H-tetrazol-5-yl-pyrazolo[5,1-b]quinazoline-2-carboxamide). Reaction SMILES: [CH2:1]([S:5][C:6]1[CH:15]=[CH:14][C:13]2[NH:12][C:11]3=[CH:16][C:17]([C:19]([OH:21])=O)=[N:18][N:10]3[C:9](=[O:22])[C:8]=2[CH:7]=1)[CH2:2][CH2:3][CH3:4].C(N1C=CN=C1)(N1C=CN=C1)=O.O.[NH2:36][C:37]1[NH:41][N:40]=[N:39][N:38]=1>CN(C=O)C>[CH2:1]([S:5][C:6]1[CH:15]=[CH:14][C:13]2[NH:12][C:11]3=[CH:16][C:17]([C:19]([NH:36][C:37]4[NH:41][N:40]=[N:39][N:38]=4)=[O:21])=[N:18][N:10]3[C:9](=[O:22])[C:8]=2[CH:7]=1)[CH2:2][CH2:3][CH3:4] |f:2.3|. Reported procedure: From 4,9-dihydro-7-butylthio-9-oxo-pyrazolo-[5,1-b]quinazoline-2-carboxylic acid (1.9 g; 6 mmole), DMF (25 ml), 1,1'-carbonyl-diimidazole (2.19 g; 13.5 mmole) and 5-amino-1H-tetrazole, monohydrate (0.70 g; 6.8 mmole), following the procedure of Example 3, there is obtained 4,9-dihydro-7-butylthio-9-oxo-N-1H-tetrazol-5-yl-pyrazolo[5,1-b]quinazoline-2-carboxamide, with 1H-imidazole (3:1) (0.4 g); mp 285° (d).